Task: describe an organic reaction: reactants, conditions, products, and yield. Dataset: the Open Reaction Database (ORD), a public repository of structured organic reaction records Starting materials: ClC=1C=C(N)C=C(C1)Cl (3,5-dichloroaniline), C(C)C(C(=O)[O-])=O (ethylglyoxalate), CC1=C(C=C)C=CC=C1 (2-methylstyrene), FC(C(=O)O)(F)F (trifluoroacetic acid). Solvent: C(C)#N (acetonitrile). The product is C(C)OC(=O)C1NC2=CC(=CC(=C2C(C1)C1=C(C=CC=C1)C)Cl)Cl (5,7-dichloro-4-o-tolyl-1,2,3,4-tetrahydroquinoline-2-carboxylic Acid Ethyl Ester). RXN SMILES: [Cl:1][C:2]1[CH:3]=[C:4]([CH:6]=[C:7]([Cl:9])[CH:8]=1)[NH2:5].[CH2:10]([C:12](=O)[C:13]([O-:15])=[O:14])[CH3:11].[CH3:17][C:18]1[CH:25]=[CH:24][CH:23]=[CH:22][C:19]=1C=C.F[C:27](F)(F)[C:28](O)=O>C(#N)C>[CH2:27]([O:15][C:13]([CH:12]1[CH2:10][CH:11]([C:19]2[CH:22]=[CH:23][CH:24]=[CH:25][C:18]=2[CH3:17])[C:3]2[C:4](=[CH:6][C:7]([Cl:9])=[CH:8][C:2]=2[Cl:1])[NH:5]1)=[O:14])[CH3:28]. Procedure: Compound 16 was prepared by the basic process from 5.0 mmol 3,5-dichloroaniline, 5.5 mmol ethylglyoxalate solution (50% toluene), 15.0 mmol 2-methylstyrene and 5.0 mmol trifluoroacetic acid in 30.0 ml acetonitrile. Reactants: [BH3-]C#N.[Na+] (NaCNBH3), CC1=CC=C(CN)C=C1 (4-Methylbenzylamine), FC(C(=O)N1CCC(CC1)=O)(F)F (N-trifluoroacetyl-4-piperidone), CO (Methanol), 4-(4-methylbenzylamine) 1-(trifluoroacetyl) piperidine. Run in C(C)(=O)O (acetic acid), CO.C(C)(=O)O (methanol acetic acid). The product is CC1=CC=C(CNC2CCN(CC2)C(C(F)(F)F)=O)C=C1 (4-(4-Methylbenzylamino)-1-(trifluoroacetyl) piperidin). As a reaction SMILES: CO.[CH3:3][C:4]1[CH:11]=[CH:10][C:7]([CH2:8][NH2:9])=[CH:6][CH:5]=1.[F:12][C:13]([F:24])([F:23])[C:14]([N:16]1[CH2:21][CH2:20][C:19](=O)[CH2:18][CH2:17]1)=[O:15].[BH3-]C#N.[Na+]>CO.C(O)(=O)C.C(O)(=O)C>[CH3:3][C:4]1[CH:11]=[CH:10][C:7]([CH2:8][NH:9][CH:19]2[CH2:20][CH2:21][N:16]([C:14](=[O:15])[C:13]([F:12])([F:23])[F:24])[CH2:17][CH2:18]2)=[CH:6][CH:5]=1 |f:3.4,5.6|. Reported procedure: Methanol (150 ml) was added to an Erlenmeyer flask and acetic acid was added under stirring until pH 5. 4-Methylbenzylamine (3.14 g, 25.9 mmol) and N-trifluoroacetyl-4-piperidone (from reaction step 1) (5.065 g, 25.9 mmol) were added to a 250 ml round-bottomed flask and dissolved in the methanol/acetic acid (150 ml) solution previously made. The reaction mixture was stirred for 5 min and NaCNBH3 (2.46 g, 38.9 mmol) was added slowly under stirring. After 20 hours the reaction was concentrated and... The reactants are ClC=1C=C(C=NC1C#N)C1=NOC(C1)(C(F)(F)F)C1=CC(=CC(=C1)Cl)Cl (3-(5-chloro-6-cyano-3-pyridyl)-5-(3,5-dichlorophenyl)-5-trifluoromethyl-4,5-dihydro-isoxazole). Reagents/catalysts: [C].[Pd] (palladium carbon). Solvent: CO (methanol), Cl (hydrochloric acid). Run at time 2.5 hour. Yields the product NCC1=C(C=C(C=N1)C1=NOC(C1)(C(F)(F)F)C1=CC(=CC(=C1)Cl)Cl)Cl (3-(6-aminomethyl-5-chloro-3-pyridyl)-5-(3,5-dichlorophenyl)-5-trifluoromethyl-4,5-dihydroisoxazole). Yield: 92.9%. As a reaction SMILES: [Cl:1][C:2]1[CH:3]=[C:4]([C:10]2[CH2:14][C:13]([C:19]3[CH:24]=[C:23]([Cl:25])[CH:22]=[C:21]([Cl:26])[CH:20]=3)([C:15]([F:18])([F:17])[F:16])[O:12][N:11]=2)[CH:5]=[N:6][C:7]=1[C:8]#[N:9]>CO.Cl.[C].[Pd]>[NH2:9][CH2:8][C:7]1[N:6]=[CH:5][C:4]([C:10]2[CH2:14][C:13]([C:19]3[CH:24]=[C:23]([Cl:25])[CH:22]=[C:21]([Cl:26])[CH:20]=3)([C:15]([F:18])([F:17])[F:16])[O:12][N:11]=2)=[CH:3][C:2]=1[Cl:1] |f:3.4|. Procedure: In a solution of 0.32 g of 3-(5-chloro-6-cyano-3-pyridyl)-5-(3,5-dichlorophenyl)-5-trifluoromethyl-4,5-dihydro-isoxazole in 12 mL of methanol, 0.5 mL of concentrated hydrochloric acid and 0.10 g of 5% palladium carbon were added, and stirred at room temperature under hydrogen atmosphere of normal pressure for 2.5 hours. After the completion of the reaction, the reaction mixture was filtered through Celite, and the solvent was distilled off under reduced pressure to obtain 0.30 g of the aimed pro... The reactants are O=C([O-])[O-], C1CCNCC1, CN(C)C=O, O=C1CCC(c2ccc(OCCCCl)cc2)CC1, [K+], [K+]. Product: O=C1CCC(c2ccc(OCCCN3CCCCC3)cc2)CC1. Reaction SMILES: [C:1](=[O:2])([O-:3])[O-:4].[CH2:7]1[CH2:8][CH2:9][NH:10][CH2:11][CH2:12]1.[CH3:13][N:14]([CH3:15])[CH:16]=[O:17].[Cl:18][CH2:19][CH2:20][CH2:21][O:22][c:23]1[cH:24][cH:25][c:26]([CH:29]2[CH2:30][CH2:31][C:32](=[O:35])[CH2:33][CH2:34]2)[cH:27][cH:28]1.[K+:5].[K+:6]>>[CH2:7]1[CH2:8][CH2:9][N:10]([CH2:19][CH2:20][CH2:21][O:22][c:23]2[cH:24][cH:25][c:26]([CH:29]3[CH2:30][CH2:31][C:32](=[O:35])[CH2:33][CH2:34]3)[cH:27][cH:28]2)[CH2:11][CH2:12]1. RXN SMILES: [H-].[Na+].[C:3]([NH:6][C:7]1[CH:12]=[CH:11][CH:10]=[CH:9][CH:8]=1)(=[O:5])[CH3:4].Br[CH2:14][CH2:15][CH2:16][CH2:17][N:18]1[C:22](=[O:23])[C:21]2=[CH:24][CH:25]=[CH:26][CH:27]=[C:20]2[C:19]1=[O:28].O>CN(C)C=O>[C:3]([N:6]([CH2:14][CH2:15][CH2:16][CH2:17][N:18]1[C:22](=[O:23])[C:21]2=[CH:24][CH:25]=[CH:26][CH:27]=[C:20]2[C:19]1=[O:28])[C:7]1[CH:12]=[CH:11][CH:10]=[CH:9][CH:8]=1)(=[O:5])[CH3:4] |f:0.1|. Reported procedure: Oily sodium hydride (60%, 2.45 g) was added to a solution of acetanilide (7.0 g) in N,N-diemthylformamide (50 ml), and the mixture was stirred at 0° C. for 15 minutes. Then a solution of N-(4-bromobutyl)phthalimide (15.3 g) in N,N-dimethylformamide (80 ml) was added dropwise. The mixture was stirred at room temperature for 4 hours, poured into water and extracted with ethyl acetate. The ethyl acetate layer was washed with water and dried (MgSO4), and then the solvent was distilled off. The resid... Solvent: CN(C=O)C (N,N-dimethylformamide). Yields the product C(C)(=O)N(C1=CC=CC=C1)CCCCN1C(C=2C(C1=O)=CC=CC2)=O (N-[4-(N-acetyl-N-phenylamino)butyl]phthalimide). The yield is 52.9%. Conditions: temperature 0 celsius, time 15 minute. The reactants are O (water), [H-].[Na+] (sodium hydride), C(C)(=O)NC1=CC=CC=C1 (acetanilide), BrCCCCN1C(C=2C(C1=O)=CC=CC2)=O (N-(4-bromobutyl)phthalimide). Starting materials: C1CCOC1, IC(I)I, CCCCON=O, Nc1cc(C(=O)O)ccc1C(F)(F)F. Product: O=C(O)c1ccc(C(F)(F)F)c(I)c1. Reaction SMILES: [CH2:26]1[O:27][CH2:28][CH2:29][CH2:30]1.[I:15][CH:16]([I:17])[I:18].[N:19]([O:20][CH2:21][CH2:22][CH2:23][CH3:24])=[O:25].[NH2:1][c:2]1[cH:3][c:4]([C:5](=[O:6])[OH:7])[cH:8][cH:9][c:10]1[C:11]([F:12])([F:13])[F:14]>>[c:2]1([I:15])[cH:3][c:4]([C:5](=[O:6])[OH:7])[cH:8][cH:9][c:10]1[C:11]([F:12])([F:13])[F:14]. Starting materials: CC(C)(C)OC(=O)N1CCC(c2nc(CCl)cs2)C1, CC#N, Oc1ccc(-n2cnnn2)cc1. The product is CC(C)(C)OC(=O)N1CCC(c2nc(COc3ccc(-n4cnnn4)cc3)cs2)C1. Reaction SMILES: [C:1]([CH3:2])([CH3:3])([CH3:4])[O:5][C:6](=[O:7])[N:8]1[CH2:9][CH:10]([c:13]2[s:14][cH:15][c:16]([CH2:18][Cl:19])[n:17]2)[CH2:11][CH2:12]1.[CH3:32][C:33]#[N:34].[n:20]1(-[c:25]2[cH:26][cH:27][c:28]([OH:31])[cH:29][cH:30]2)[n:21][n:22][n:23][cH:24]1>>[C:1]([CH3:2])([CH3:3])([CH3:4])[O:5][C:6](=[O:7])[N:8]1[CH2:9][CH:10]([c:13]2[s:14][cH:15][c:16]([CH2:18][O:31][c:28]3[cH:27][cH:26][c:25](-[n:20]4[n:21][n:22][n:23][cH:24]4)[cH:30][cH:29]3)[n:17]2)[CH2:11][CH2:12]1.